This data is from the Open Reaction Database (ORD), a public repository of structured organic reaction records. The task is: describe an organic reaction: reactants, conditions, products, and yield Reactants: O=C([O-])[O-], CCOCCBr, [K+], [K+], CN(C)C=O, O, OCc1ccc(O)cc1. The product is CCOCCOc1ccc(CO)cc1. RXN SMILES: [C:16](=[O:17])([O-:18])[O-:19].[CH2:10]([CH3:11])[O:12][CH2:13][CH2:14][Br:15].[K+:20].[K+:21].[O:22]=[CH:23][N:24]([CH3:25])[CH3:26].[OH2:27].[OH:1][c:2]1[cH:3][cH:4][c:5]([CH2:6][OH:7])[cH:8][cH:9]1>>[O:1]([c:2]1[cH:3][cH:4][c:5]([CH2:6][OH:7])[cH:8][cH:9]1)[CH2:14][CH2:13][O:12][CH2:10][CH3:11]. The reactants are CC=1C(C(C=CC1)(C)C)C(=O)OCC (ethyl 2,6,6-trimethyl-2,4-cyclohexadiene-1-carboxylate), [OH-].[Na+] (NaOH), [H-].[H-].[H-].[H-].[Li+].[Al+3] (LiAlH4), O (water), O (Water). Run in C(C)OCC (diethyl ether), C(C)OCC (diethyl ether). Run at time 4 hour. Product: CC=1C(C(C=CC1)(C)C)CO (2,6,6-trimethyl-2,4-cyclohexadiene-1-methanol). Yield: 86.3%. RXN SMILES: [CH3:1][C:2]1[CH:3]([C:10](OCC)=[O:11])[C:4]([CH3:9])([CH3:8])[CH:5]=[CH:6][CH:7]=1.[H-].[H-].[H-].[H-].[Li+].[Al+3].O.[OH-].[Na+]>C(OCC)C>[CH3:1][C:2]1[CH:3]([CH2:10][OH:11])[C:4]([CH3:8])([CH3:9])[CH:5]=[CH:6][CH:7]=1 |f:1.2.3.4.5.6,8.9|. Procedure details: (Not Shown) A solution of ethyl 2,6,6-trimethyl-2,4-cyclohexadiene-1-carboxylate III (9.09 g, 0.0468 mol) in anhydrous diethyl ether (100 mL) was slowly added to a suspension of LiAlH4 (3.75 g, 0.099 mol) in diethyl ether (200 mL) at 0° C. The mixture was stirred for 4 h and monitored by thin layer chromatography (TLC). Water (4.0 mL) was carefully added, followed by 15% NaOH (4.0 mL) and water (12 mL). The white precipitate was filtered and rinsed with warm EtOAc (100 mL). EtOAc (100 mL) was ad... Starting materials: C(CC)C1=NC2=C(N1CC1=CC=C(C=C1)C1=C(C=CC=C1)C1=NN=NN1)C=C(C=C2C)N (4'-[(2-n-propyl-4-methyl-6-amino-1H-benzimidazol-1-yl)-methyl]-2-(1H-tetrazol -5-yl)-biphenyl), (1-methyl-ethyl)-(methylmercapto)-methylene-imino-nitrile. Run in C(C)(C)O (isopropanol). Product: C(CC)C1=NC2=C(N1CC1=CC=C(C=C1)C1=C(C=CC=C1)C1=NN=NN1)C=C(C=C2C)NC(C(C)C)=NC#N (4'-[[2-n-Propyl-4-methyl-6-(N-(2-methyl-1-cyanimino-propyl)-amino) -1H-benzimidazol-1-yl]-methyl]-2-(1H-tetrazol-5-yl)-biphenyl). RXN SMILES: [CH2:1]([C:4]1[N:8]([CH2:9][C:10]2[CH:15]=[CH:14][C:13]([C:16]3[CH:21]=[CH:20][CH:19]=[CH:18][C:17]=3[C:22]3[NH:26][N:25]=[N:24][N:23]=3)=[CH:12][CH:11]=2)[C:7]2[CH:27]=[C:28]([NH2:32])[CH:29]=[C:30]([CH3:31])[C:6]=2[N:5]=1)[CH2:2][CH3:3]>C(O)(C)C>[CH2:1]([C:4]1[N:8]([CH2:9][C:10]2[CH:15]=[CH:14][C:13]([C:16]3[CH:21]=[CH:20][CH:19]=[CH:18][C:17]=3[C:22]3[NH:26][N:25]=[N:24][N:23]=3)=[CH:12][CH:11]=2)[C:7]2[CH:27]=[C:28]([NH:32][C:6](=[N:5][C:4]#[N:8])[CH:30]([CH3:31])[CH3:29])[CH:29]=[C:30]([CH3:31])[C:6]=2[N:5]=1)[CH2:2][CH3:3]. Procedure: Prepared analogously to Example 1c from 4'-[(2-n-propyl-4-methyl-6-amino-1H-benzimidazol-1-yl)-methyl]-2-(1H-tetrazol -5-yl)-biphenyl and (1-methyl-ethyl)-(methylmercapto)-methylene-imino-nitrile in isopropanol. Starting materials: C(C)OC(=O)C1=CC=C(CP(OCC)(OCC)=O)C=C1 (diethyl 4-ethoxycarbonyl-benzylphosphonate), [H-].[Na+] (sodium hydride), O1CCCC1 (tetrahydrofuran), C(C)(=O)C1=CC2=CC=CC=C2C=C1 (2-acetyl-naphthalene). Reagents/catalysts: O1CCOCCOCCOCCOCC1 (1,4,7,10,13-pentaoxa-cyclopentadecane). Solvent: ClC(C)Cl (dichloroethane). Reaction conditions: temperature 45 celsius, time 1 hour. Product: C(C)OC(=O)C1=CC=C(C(=CC2=CC3=CC=CC=C3C=C2)C)C=C1 (2-(4'-ethoxycarbonyl-β-methyl-styryl)naphthalene). RXN SMILES: [CH2:1]([O:3][C:4]([C:6]1[CH:20]=[CH:19][C:9]([CH2:10]P(=O)(OCC)OCC)=[CH:8][CH:7]=1)=[O:5])[CH3:2].[H-].[Na+].[C:23]([C:26]1[CH:35]=[CH:34][C:33]2[C:28](=[CH:29][CH:30]=[CH:31][CH:32]=2)[CH:27]=1)(=O)C.O1CCC[CH2:37]1>O1CCOCCOCCOCCOCC1.ClC(Cl)C>[CH2:1]([O:3][C:4]([C:6]1[CH:7]=[CH:8][C:9]([C:10]([CH3:37])=[CH:23][C:26]2[CH:35]=[CH:34][C:33]3[C:28](=[CH:29][CH:30]=[CH:31][CH:32]=3)[CH:27]=2)=[CH:19][CH:20]=1)=[O:5])[CH3:2] |f:1.2|. Reported procedure: 31 g of diethyl 4-ethoxycarbonyl-benzylphosphonate and a few drops of 1,4,7,10,13-pentaoxa-cyclopentadecane are added to a suspension of 5.5 g of sodium hydride in 100 cm3 of tetrahydrofuran. The mixture is stirred at 45° C. for one hour and 17 g of 2-acetyl-naphthalene are then added. It is kept at 45° C. for three hours, allowed to cool, then diluted with dichloroethane. The insoluble matter is filtered off and the filtrate is evaporated under reduced pressure. The residue is recrystallised tw... Starting materials: Nc1ncc(Br)nn1, O=C([O-])[O-], CNC(=O)c1ccc(B2OC(C)(C)C(C)(C)O2)cc1C, Cc1ccccc1, CCO, CO, [K+], [K+], O, c1ccc(P(c2ccccc2)(c2ccccc2)[Pd](P(c2ccccc2)(c2ccccc2)c2ccccc2)(P(c2ccccc2)(c2ccccc2)c2ccccc2)P(c2ccccc2)(c2ccccc2)c2ccccc2)cc1. Yields the product CNC(=O)c1ccc(-c2cnc(N)nn2)cc1C. As a reaction SMILES: [Br:21][c:22]1[cH:23][n:24][c:25]([NH2:28])[n:26][n:27]1.[C:29](=[O:30])([O-:31])[O-:32].[CH3:1][NH:2][C:3]([c:4]1[c:5]([CH3:19])[cH:6][c:7]([B:10]2[O:11][C:12]([CH3:13])([CH3:14])[C:15]([CH3:16])([CH3:17])[O:18]2)[cH:8][cH:9]1)=[O:20].[CH3:35][c:36]1[cH:37][cH:38][cH:39][cH:40][cH:41]1.[CH3:42][CH2:43][OH:44].[CH3:46][OH:47].[K+:33].[K+:34].[OH2:45].[cH:48]1[cH:49][cH:50][c:51]([P:52]([Pd:53]([P:54]([c:55]2[cH:56][cH:57][cH:58][cH:59][cH:60]2)([c:61]2[cH:62][cH:63][cH:64][cH:65][cH:66]2)[c:67]2[cH:68][cH:69][cH:70][cH:71][cH:72]2)([P:73]([c:74]2[cH:75][cH:76][cH:77][cH:78][cH:79]2)([c:80]2[cH:81][cH:82][cH:83][cH:84][cH:85]2)[c:86]2[cH:87][cH:88][cH:89][cH:90][cH:91]2)[P:92]([c:93]2[cH:94][cH:95][cH:96][cH:97][cH:98]2)([c:99]2[cH:100][cH:101][cH:102][cH:103][cH:104]2)[c:105]2[cH:106][cH:107][cH:108][cH:109][cH:110]2)([c:111]2[cH:112][cH:113][cH:114][cH:115][cH:116]2)[c:117]2[cH:118][cH:119][cH:120][cH:121][cH:122]2)[cH:123][cH:124]1>>[CH3:1][NH:2][C:3]([c:4]1[c:5]([CH3:19])[cH:6][c:7](-[c:22]2[cH:23][n:24][c:25]([NH2:28])[n:26][n:27]2)[cH:8][cH:9]1)=[O:20]. Starting materials: C1CCOC1, Cl, [H-], O=C(C(C(=O)c1ccc(F)c(S(=O)(=O)Cl)c1)=C1Nc2ccccc2N1)c1cccc(F)c1, [Na+], CC(O)C(=N)N. RXN SMILES: [CH2:42]1[O:43][CH2:44][CH2:45][CH2:46]1.[ClH:3].[H-:1].[NH:10]1[C:11](=[C:19]([C:20](=[O:21])[c:22]2[cH:23][cH:24][c:25]([F:32])[c:26]([S:28](=[O:29])(=[O:30])[Cl:31])[cH:27]2)[C:33](=[O:34])[c:35]2[cH:36][c:37]([F:41])[cH:38][cH:39][cH:40]2)[NH:12][c:13]2[c:14]1[cH:15][cH:16][cH:17][cH:18]2.[Na+:2].[OH:4][CH:5]([C:6]([NH2:7])=[NH:8])[CH3:9]>>[OH:4][CH:5]([C:6](=[NH:7])[NH:8][S:28]([c:26]1[c:25]([F:32])[cH:24][cH:23][c:22]([C:20]([C:19](=[C:11]2[NH:10][c:14]3[c:13]([cH:18][cH:17][cH:16][cH:15]3)[NH:12]2)[C:33](=[O:34])[c:35]2[cH:36][c:37]([F:41])[cH:38][cH:39][cH:40]2)=[O:21])[cH:27]1)(=[O:29])=[O:30])[CH3:9]. Yields the product CC(O)C(=N)NS(=O)(=O)c1cc(C(=O)C(C(=O)c2cccc(F)c2)=C2Nc3ccccc3N2)ccc1F.